Dataset: the Open Reaction Database (ORD), a public repository of structured organic reaction records. Task: describe an organic reaction: reactants, conditions, products, and yield Starting materials: C(C=C)N1C=C(C2=CC(=CC=C12)C(S(=O)(=O)N(C)C(C1=CC=CC=C1)C1=CC=CC=C1)C#N)C[C@@H]1N(CCC1)C (1-[(R)-1-Allyl-3-(1-methyl-2-pyrrolidinylmethyl)-1H-indol-5-yl]-1-cyano-N-diphenylmethyl-N-methylmethanesulfonamide), [OH-].[K+] (potassium hydroxide). Solvent: C(C)O (ethanol). The product is C(C=C)N1C=C(C2=CC(=CC=C12)CS(=O)(=O)N(C)C(C1=CC=CC=C1)C1=CC=CC=C1)C[C@@H]1N(CCC1)C ((R)-1-[1-Allyl-3-(1-methyl-2-pyrrolidinylmethyl)-1H-indol-5-yl]-N-diphenylmethyl-N-methylmethanesulfonamide). Yield: 75.8%. As a reaction SMILES: [CH2:1]([N:4]1[C:12]2[C:7](=[CH:8][C:9]([CH:13](C#N)[S:14]([N:17]([CH:19]([C:26]3[CH:31]=[CH:30][CH:29]=[CH:28][CH:27]=3)[C:20]3[CH:25]=[CH:24][CH:23]=[CH:22][CH:21]=3)[CH3:18])(=[O:16])=[O:15])=[CH:10][CH:11]=2)[C:6]([CH2:34][C@H:35]2[CH2:39][CH2:38][CH2:37][N:36]2[CH3:40])=[CH:5]1)[CH:2]=[CH2:3].[OH-].[K+]>C(O)C>[CH2:1]([N:4]1[C:12]2[C:7](=[CH:8][C:9]([CH2:13][S:14]([N:17]([CH:19]([C:26]3[CH:27]=[CH:28][CH:29]=[CH:30][CH:31]=3)[C:20]3[CH:25]=[CH:24][CH:23]=[CH:22][CH:21]=3)[CH3:18])(=[O:15])=[O:16])=[CH:10][CH:11]=2)[C:6]([CH2:34][C@H:35]2[CH2:39][CH2:38][CH2:37][N:36]2[CH3:40])=[CH:5]1)[CH:2]=[CH2:3] |f:1.2|. Procedure details: To a stirred solution of 1-[(R)-1-allyl-3-(1-methyl-2-pyrrolidinylmethyl)-1H-indol-5-yl]-1-cyano-N-diphenylmethyl-N-methylmethanesulfonamide (from step (b), 5.11 g, 9.25 mmol) in ethanol (10.22 ml) at ambient temperature was added 2N potassium hydroxide solution (20.4 ml, 41 mmmol). The dark brown solution was then brought to reflux and maintained at this temperature for 15 hr. The oily reaction mixture was then cooled to ambient temperature and extracted with ethyl acetate (3×50 ml). The organi... Starting materials: O=C([O-])[O-], CO, CC(C)(C)OC(=O)N(c1nc(C#C[Si](C)(C)C)cn2c(C=O)cnc12)C1CC1, [K+], [K+]. The product is C#Cc1cn2c(C=O)cnc2c(N(C(=O)OC(C)(C)C)C2CC2)n1. As a reaction SMILES: [C:1](=[O:2])([O-:3])[O-:4].[CH3:35][OH:36].[CH:7]1([N:10]([C:11]([O:12][C:13]([CH3:14])([CH3:15])[CH3:16])=[O:17])[c:18]2[c:19]3[n:20]([cH:21][c:22]([C:24]#[C:25][Si:26]([CH3:27])([CH3:28])[CH3:29])[n:23]2)[c:30]([CH:33]=[O:34])[cH:31][n:32]3)[CH2:8][CH2:9]1.[K+:5].[K+:6]>>[CH:7]1([N:10]([C:11]([O:12][C:13]([CH3:14])([CH3:15])[CH3:16])=[O:17])[c:18]2[c:19]3[n:20]([cH:21][c:22]([C:24]#[CH:25])[n:23]2)[c:30]([CH:33]=[O:34])[cH:31][n:32]3)[CH2:8][CH2:9]1. Reactants: CS(=O)(=O)OCCOCCNC(=O)OC(C)(C)C (2-{2-[(tert-butoxycarbonyl)amino]ethoxy}ethyl methanesulfonate), CN(C)C=O (DMF), [N-]=[N+]=[N-].[Na+] (NaN3). Solvent: O (H2O). Run at temperature 90 celsius, time 5 hour. Product: N(=[N+]=[N-])CCOCCNC(OC(C)(C)C)=O (tert-butyl 2-(2-azidoethoxy)ethylcarbamate). The yield is 100.8%. RXN SMILES: CS(O[CH2:6][CH2:7][O:8][CH2:9][CH2:10][NH:11][C:12]([O:14][C:15]([CH3:18])([CH3:17])[CH3:16])=[O:13])(=O)=O.CN(C=O)C.[N-:24]=[N+:25]=[N-:26].[Na+]>O>[N:24]([CH2:6][CH2:7][O:8][CH2:9][CH2:10][NH:11][C:12](=[O:13])[O:14][C:15]([CH3:18])([CH3:17])[CH3:16])=[N+:25]=[N-:26] |f:2.3|. Reported procedure: A stirred solution of 2-{2-[(tert-butoxycarbonyl)amino]ethoxy}ethyl methanesulfonate (63.5 g, 0.224 mol) in 400 mL of N,N-dimethylformaniide (DMF) was treated with NaN3 (16.1 g, 0.247 mol) and the reaction mixture was heated to 90° C. under N2. After 5 hours, the solution was cooled to room temperature and treated with 500 mL of cold H2O. The reaction mixture was then extracted with Et2O (3×300 mL). The combined organic extracts were washed with H2O (4×100 mL) and brine (2×100 mL). The organic p... The reactants are Cl (HCl), solution, C(C1=CC=CC=C1)OC[C@@H]1C[C@@H](CC1)NC(OC(C)(C)C)=O (tert-butyl {(1R,3S)-3-[(benzyloxy)methyl]-cyclopentyl}carbamate). The solvent is O1CCOCC1 (dioxane), C(Cl)Cl (DCM), CCOCC (Et2O). Reaction conditions: time 12 hour. Product: Cl.C(C1=CC=CC=C1)OC[C@@H]1C[C@@H](CC1)N ((1R,3S)-3-[(benzyloxy)methyl]cyclopentanamine hydrochloride). The yield is 83.0%. RXN SMILES: [CH2:1]([O:8][CH2:9][C@H:10]1[CH2:14][CH2:13][C@@H:12]([NH:15]C(=O)OC(C)(C)C)[CH2:11]1)[C:2]1[CH:7]=[CH:6][CH:5]=[CH:4][CH:3]=1.[ClH:23]>C(Cl)Cl.O1CCOCC1.CCOCC>[ClH:23].[CH2:1]([O:8][CH2:9][C@H:10]1[CH2:14][CH2:13][C@@H:12]([NH2:15])[CH2:11]1)[C:2]1[CH:7]=[CH:6][CH:5]=[CH:4][CH:3]=1 |f:5.6|. Reported procedure: To a solution of 1.52 g (5 mmol) of tert-butyl {(1R,3S)-3-[(benzyloxy)methyl]-cyclopentyl}carbamate in 20 mL of DCM are added, at 0° C., 5 mL (20 mmol) of a 4N solution of HCl in dioxane. The medium is then stirred for 12 hours at room temperature, and then concentrated under reduced pressure. The residue obtained is solidified in 20 mL of Et2O, filtered and dried under vacuum. 1 g of (1R,3S)-3-[(benzyloxy)methyl]cyclopentanamine hydrochloride is obtained in the form of a powder.